This data is from the Open Reaction Database (ORD), a public repository of structured organic reaction records. The task is: describe an organic reaction: reactants, conditions, products, and yield Starting materials: C([O-])(O)=O.[Na+] (sodium bicarbonate), [Li+].[OH-] (LiOH), FC(C(C=1C=NC(=CC1)NN)N1C[C@H](CC1)NC(OC(C)(C)C)=O)(F)F (tert-butyl (3S)-1-(2,2,2-trifluoro-1-(6-hydrazinylpyridin-3-yl)ethyl)pyrrolidin-3-ylcarbamate), C(=O)C1=NC2=CC(=CC=C2C=C1)C(=O)OC (methyl 2-formylquinoline-7-carboxylate), C(C)(=O)O.C(C)(=O)O.IC1=CC=CC=C1 (iodo benzene diacetate). Solvent: C(C)(=O)OCC (Ethyl acetate), CCOCC (Ether), C1CCOC1 (THF), CCO (EtOH). Conditions: time 1 hour. Yields the product C(C)(C)(C)OC(=O)N[C@@H]1CN(CC1)C(C(F)(F)F)C=1C=CC=2N(C1)C(=NN2)C2=NC1=CC(=CC=C1C=C2)C(=O)O (2-(6-(1-((S)-3-(tert-butoxycarbonylamino)pyrrolidin-1-yl)-2,2,2-trifluoroethyl)-[1,2,4]triazolo[4,3-a]pyridin-3-yl)quinoline-7-carboxylic acid). Yield: 78.5%. RXN SMILES: [F:1][C:2]([F:26])([F:25])[CH:3]([N:12]1[CH2:16][CH2:15][C@H:14]([NH:17][C:18](=[O:24])[O:19][C:20]([CH3:23])([CH3:22])[CH3:21])[CH2:13]1)[C:4]1[CH:5]=[N:6][C:7]([NH:10][NH2:11])=[CH:8][CH:9]=1.[CH:27]([C:29]1[CH:38]=[CH:37][C:36]2[C:31](=[CH:32][C:33]([C:39]([O:41]C)=[O:40])=[CH:34][CH:35]=2)[N:30]=1)=O.C(O)(=O)C.C(O)(=O)C.IC1C=CC=CC=1.C(=O)(O)[O-].[Na+].[Li+].[OH-]>CCO.C1COCC1.CCOCC.C(OCC)(=O)C>[C:20]([O:19][C:18]([NH:17][C@H:14]1[CH2:15][CH2:16][N:12]([CH:3]([C:4]2[CH:9]=[CH:8][C:7]3[N:6]([C:27]([C:29]4[CH:38]=[CH:37][C:36]5[C:31](=[CH:32][C:33]([C:39]([OH:41])=[O:40])=[CH:34][CH:35]=5)[N:30]=4)=[N:11][N:10]=3)[CH:5]=2)[C:2]([F:25])([F:1])[F:26])[CH2:13]1)=[O:24])([CH3:22])([CH3:23])[CH3:21] |f:2.3.4,5.6,7.8|. Reported procedure: A solution of tert-butyl (3S)-1-(2,2,2-trifluoro-1-(6-hydrazinylpyridin-3-yl)ethyl)pyrrolidin-3-ylcarbamate (Example 1, Step D; 0.46 g, 1.03 mmol) and methyl 2-formylquinoline-7-carboxylate (0.22 g, 1.03 mmol) in EtOH (10 mL) was stirred at ambient temperature for 1 hour. The solvent was removed under reduced pressure. The residue was dissolved in DCM (10 mL) and iodo benzene diacetate (0.40 g, 1.24 mmol) was added. The mixture was stirred at ambient temperature for 1 hour. Ethyl acetate (20 mL)... The reactants are [Cl-].C(C1=CC=CC=C1)OC(=O)NC(CC[N+](C)(C)CCOCCCC)(C)C (3-(((benzyloxy)carbonyl)amino)-N-(2-butoxyethyl)-N,N,3-trimethylbutan-1-aminium chloride). The solvent is CO (methanol). Conditions: time 24 hour. Yields the product [Cl-].NC(CC[N+](C)(C)CCOCCCC)(C)C (3-amino-N-(2-butoxyethyl)-N,N,3-trimethylbutan-1-aminium chloride). Isolated yield 99.4%. As a reaction SMILES: [Cl-:1].C(OC([NH:12][C:13]([CH3:27])([CH3:26])[CH2:14][CH2:15][N+:16]([CH2:19][CH2:20][O:21][CH2:22][CH2:23][CH2:24][CH3:25])([CH3:18])[CH3:17])=O)C1C=CC=CC=1>CO>[Cl-:1].[NH2:12][C:13]([CH3:26])([CH3:27])[CH2:14][CH2:15][N+:16]([CH2:19][CH2:20][O:21][CH2:22][CH2:23][CH2:24][CH3:25])([CH3:18])[CH3:17] |f:0.1,3.4|. Procedure: Under a nitrogen atmosphere, 10% pd/C (100 mg) was added to a solution of 3-(((benzyloxy)carbonyl)amino)-N-(2-butoxyethyl)-N,N,3-trimethylbutan-1-aminium chloride (0.38 g, 0.95 mmol) in 4 mL of methanol. The flask was degassed and placed under a hydrogen atmosphere, stirring for 24 hours at room temperature. The suspension was filtered through a pad of celite washing with methanol, and the filtrate was concentrated under reduced pressure to give 252 mg of clear viscous oil (quantitative yield). ... The reactants are NC1CCCC2=CC=CC=C12 (1-aminotetralin), C1(=CC=C(C=C1)S(=O)(=O)N1C=CC2=C(C=CC=C12)OCC1CO1)C (1-[1-(p-toluenesulfonyl)indol-4-yloxy]-2,3-epoxypropane). Run in C(C)O (ethanol), C(C)(=O)OCC (ethyl acetate). The product is C1(CCCC2=CC=CC=C12)NCC(COC1=C2C=CNC2=CC=C1)O (N-(1,2,3,4-tetrahydronaphth-l-yl)-2-hydroxy-3-(4-indolyloxy)propanamine). The yield is 12.8%. As a reaction SMILES: [NH2:1][CH:2]1[C:11]2[C:6](=[CH:7][CH:8]=[CH:9][CH:10]=2)[CH2:5][CH2:4][CH2:3]1.C1(C)C=CC(S([N:21]2[C:29]3[C:24](=[C:25]([O:30][CH2:31][CH:32]4[O:34][CH2:33]4)[CH:26]=[CH:27][CH:28]=3)[CH:23]=[CH:22]2)(=O)=O)=CC=1>C(O)C.C(OCC)(=O)C>[CH:2]1([NH:1][CH2:33][CH:32]([OH:34])[CH2:31][O:30][C:25]2[CH:26]=[CH:27][CH:28]=[C:29]3[C:24]=2[CH:23]=[CH:22][NH:21]3)[C:11]2[C:6](=[CH:7][CH:8]=[CH:9][CH:10]=2)[CH2:5][CH2:4][CH2:3]1. Procedure details: A mixture of 1-aminotetralin (5.15 g) and 1-[1-(p-toluenesulfonyl)indol-4-yloxy]-2,3-epoxypropane (12 g) in absolute ethanol (150 ml) is refluxed for 6 hours. The solvent is then evaporated off and the oily residue is dissolved in absolute ethanol (100 ml). A solution of sodium hydroxide (7.5 g) in water (30 ml) is added thereto. The obtained reaction mixture is refluxed for 6 hours and then evaporated under reduced pressure. The residue which is obtained is then dissolved in ethyl acetate (150 ... The reactants are NC1=CC=C2C=CC=NC2=C1 (7-aminoquinoline), CC=1C=C(C=CC1C(=O)O)C1=CC=CC=C1 (3-methyl-1,1′-biphenyl-4-carboxylic acid). The product is CC=1C=C(C=CC1C(=O)NC1=CC=C2C=CC=NC2=C1)C1=CC=CC=C1 (3-Methyl-N-quinolin-7-yl-1,1′biphenyl-4-carboxamide). Reaction SMILES: [NH2:1][C:2]1[CH:11]=[C:10]2[C:5]([CH:6]=[CH:7][CH:8]=[N:9]2)=[CH:4][CH:3]=1.[CH3:12][C:13]1[CH:14]=[C:15]([C:22]2[CH:27]=[CH:26][CH:25]=[CH:24][CH:23]=2)[CH:16]=[CH:17][C:18]=1[C:19](O)=[O:20]>>[CH3:12][C:13]1[CH:14]=[C:15]([C:22]2[CH:27]=[CH:26][CH:25]=[CH:24][CH:23]=2)[CH:16]=[CH:17][C:18]=1[C:19]([NH:1][C:2]1[CH:11]=[C:10]2[C:5]([CH:6]=[CH:7][CH:8]=[N:9]2)=[CH:4][CH:3]=1)=[O:20]. Reported procedure: Using the procedure outlined in Example 56, the title compound was prepared from 7-aminoquinoline (D55) (31, 0.22 mmol) and 3-methyl-1,1′-biphenyl-4-carboxylic acid (D58) (55 mg, 0.26 mmol) as an off-white solid. 1H NMR (400 MHz, CDCl3) δ (ppm): 8.91(dd, 1H), 8.14 (m, 3H), 7.86 (d, 1H), 7.78 (br, 1H), 7.66 (d, 1H), 7.62 (d, 2H), 7.53 (m, 2H), 7.48 (t, 2H), 7.40 (t, 1H), 7.36 (dd, 1H), 2.63 (s, 3H). The reactants are C=CCBr, Cc1ccc(S(=O)(=O)Nc2ccc(Cl)cc2[N+](=O)[O-])cc1, [H-], [Na+], CN(C)C=O, O. The product is C=CCN(c1ccc(Cl)cc1[N+](=O)[O-])S(=O)(=O)c1ccc(C)cc1. RXN SMILES: [CH2:24]([CH:25]=[CH2:26])[Br:27].[Cl:3][c:4]1[cH:5][c:6]([N+:21](=[O:22])[O-:23])[c:7]([NH:8][S:9](=[O:10])(=[O:11])[c:12]2[cH:13][cH:14][c:15]([CH3:18])[cH:16][cH:17]2)[cH:19][cH:20]1.[H-:1].[Na+:2].[O:29]=[CH:30][N:31]([CH3:32])[CH3:33].[OH2:28]>>[Cl:3][c:4]1[cH:5][c:6]([N+:21](=[O:22])[O-:23])[c:7]([N:8]([S:9](=[O:10])(=[O:11])[c:12]2[cH:13][cH:14][c:15]([CH3:18])[cH:16][cH:17]2)[CH2:26][CH:25]=[CH2:24])[cH:19][cH:20]1. The product is CSCCC(CO)N(C(=O)CCCCOC=1C=C2C=CC(NC2=CC1)=O)CC1CCCCC1 (6-{4-[N-(3-methylthio-1-hydroxymethylpropyl)-N-cyclohexylmethylaminocarbonyl]butoxy}-carbostyril). Reported procedure: In 80 ml of ethanol is dissolved 1.6 g of 6-{4-[N-(3-methylthio-1-methoxycarbonylpropyl)-N-cyclohexylmethylaminocarbonyl]butoxy}carbostyril. Thereto is added 3.2 g of sodium boron hydride. The mixture is stirred for 2 hours at 50°-60° C. The reaction mixture is neutralized with diluted hydrochloric acid and concentrated. The residue is extracted with a mixture of chloroform and methanol (10:1). The extract is purified by means of a silica gel column chromatography (eluant; chloroform:methanol=20... Conditions: time 2 hour. The solvent is C(C)O (ethanol). The reactants are CSCCC(C(=O)OC)N(C(=O)CCCCOC=1C=C2C=CC(NC2=CC1)=O)CC1CCCCC1 (6-{4-[N-(3-methylthio-1-methoxycarbonylpropyl)-N-cyclohexylmethylaminocarbonyl]butoxy}carbostyril), B.[Na] (sodium boron hydride), Cl (hydrochloric acid). Yield: 51.6%. RXN SMILES: [CH3:1][S:2][CH2:3][CH2:4][CH:5]([N:10]([CH2:29][CH:30]1[CH2:35][CH2:34][CH2:33][CH2:32][CH2:31]1)[C:11]([CH2:13][CH2:14][CH2:15][CH2:16][O:17][C:18]1[CH:19]=[C:20]2[C:25](=[CH:26][CH:27]=1)[NH:24][C:23](=[O:28])[CH:22]=[CH:21]2)=[O:12])[C:6](OC)=[O:7].B.[Na].Cl>C(O)C>[CH3:1][S:2][CH2:3][CH2:4][CH:5]([N:10]([CH2:29][CH:30]1[CH2:31][CH2:32][CH2:33][CH2:34][CH2:35]1)[C:11]([CH2:13][CH2:14][CH2:15][CH2:16][O:17][C:18]1[CH:19]=[C:20]2[C:25](=[CH:26][CH:27]=1)[NH:24][C:23](=[O:28])[CH:22]=[CH:21]2)=[O:12])[CH2:6][OH:7] |f:1.2,^1:36|.